This data is from the Open Reaction Database (ORD), a public repository of structured organic reaction records. The task is: describe an organic reaction: reactants, conditions, products, and yield Reactants: C(C)N1C=C(C(C2=CC(=C(C(=C12)F)N1CC(CC1)NS(=O)(=O)C1=CC=C(C=C1)NC(C)=O)F)=O)C(=O)O (1-Ethyl-6,8-difluoro-1,4-dihydro-4-oxo-7-[3-(4-acetamidobenzenesulfonamido)-1-pyrrolidinyl]-3-quinolinecarboxylic acid), Cl (hydrochloric acid), [OH-].[Na+] (sodium hydroxide). Solvent: C(C)O (ethanol). Product: C(C)N1C=C(C(C2=CC(=C(C(=C12)F)N1CC(CC1)NS(=O)(=O)C1=CC=C(C=C1)N)F)=O)C(=O)O (1-Ethyl-6,8-difluoro-1,4-dihydro-4-oxo-7-[3-(4-aminobenzenesulfonamido)-1-pyrrolidinyl]-3-quinolinecarboxylic acid). Reaction SMILES: [CH2:1]([N:3]1[C:12]2[C:7](=[CH:8][C:9]([F:33])=[C:10]([N:14]3[CH2:18][CH2:17][CH:16]([NH:19][S:20]([C:23]4[CH:28]=[CH:27][C:26]([NH:29]C(=O)C)=[CH:25][CH:24]=4)(=[O:22])=[O:21])[CH2:15]3)[C:11]=2[F:13])[C:6](=[O:34])[C:5]([C:35]([OH:37])=[O:36])=[CH:4]1)[CH3:2].Cl.[OH-].[Na+]>C(O)C>[CH2:1]([N:3]1[C:12]2[C:7](=[CH:8][C:9]([F:33])=[C:10]([N:14]3[CH2:18][CH2:17][CH:16]([NH:19][S:20]([C:23]4[CH:24]=[CH:25][C:26]([NH2:29])=[CH:27][CH:28]=4)(=[O:22])=[O:21])[CH2:15]3)[C:11]=2[F:13])[C:6](=[O:34])[C:5]([C:35]([OH:37])=[O:36])=[CH:4]1)[CH3:2] |f:2.3|. Procedure details: To the compound obtained in Example 14 is added a mixture solution made up of 100 ml of 2N hydrochloric acid and 10 ml of ethanol, and the resulting mixture is refluxed for 4 hours while heating. After cooling, the reaction mixture is neutralized with 2N sodium hydroxide solution and concentrated under reduced pressure. The residue is added to water which is then adjusted to pH 13 with 2N sodium hydroxide solution to dissolve, and any undissolved matter, if present, is removed. The solution is a... Reactants: NC=1NC2=C(N1)C=CC=C2 (2-amino benzimidazole), ClC1=CC=C(CCl)C=C1 (4-chlorobenzylchloride), C([O-])([O-])=O.[K+].[K+] (potassium carbonate). The solvent is CN(C)C=O (DMF). Reaction conditions: temperature 50 celsius. The product is NC1=NC2=C(N1CC1=CC=C(C=C1)Cl)C=CC=C2 (2-Amino-1-(4-chlorobenzyl)-benzimidazole). Reaction SMILES: [NH2:1][C:2]1[NH:3][C:4]2[CH:10]=[CH:9][CH:8]=[CH:7][C:5]=2[N:6]=1.[Cl:11][C:12]1[CH:19]=[CH:18][C:15]([CH2:16]Cl)=[CH:14][CH:13]=1.C(=O)([O-])[O-].[K+].[K+]>CN(C=O)C>[NH2:1][C:2]1[N:6]([CH2:16][C:15]2[CH:18]=[CH:19][C:12]([Cl:11])=[CH:13][CH:14]=2)[C:5]2[CH:7]=[CH:8][CH:9]=[CH:10][C:4]=2[N:3]=1 |f:2.3.4|. Reported procedure: A mixture of 2-amino benzimidazole (6.66 g, 50 mmol), 4-chlorobenzylchloride (8.86 g, 55 mmol), and potassium carbonate (13.8 g, 100 mmol) in DMF (150 ml) was heated to 50° C. overnight. After dilution with water the product was filtered off. Recrystallization from water/ethanol 1:2 gave pure product. Yield 5.6 g (46%) mp 196°-197° C. The solvent is C1(=CC=CC=C1)C (toluene). RXN SMILES: [F:1][C:2]1([F:16])[O:6][C:5]2[CH:7]=[CH:8][C:9]([CH:11]=[CH:12][C:13]([NH2:15])=[O:14])=[CH:10][C:4]=2[O:3]1.[Cl:17][CH:18](Cl)[C:19](=O)[CH3:20]>C1(C)C=CC=CC=1>[Cl:17][CH2:18][C:19]1[N:15]=[C:13]([CH:12]=[CH:11][C:9]2[CH:8]=[CH:7][C:5]3[O:6][C:2]([F:1])([F:16])[O:3][C:4]=3[CH:10]=2)[O:14][CH:20]=1. Reactants: FC1(OC2=C(O1)C=CC(=C2)C=CC(=O)N)F (3-(2,2-Difluoro-benzo[1,3]dioxol-5-yl)-acrylamide), ClC(C(C)=O)Cl (dichloro acetone). The product is ClCC=1N=C(OC1)C=CC1=CC2=C(OC(O2)(F)F)C=C1 (4-Chloromethyl-2-[2-(2,2-difluoro-benzo[1,3]dioxol-5-yl)-vinyl]-oxazole). Procedure details: 6.90 g (30.4 mmol) 3-(2,2-Difluoro-benzo[1,3]dioxol-5-yl)-acrylamide, 4.76 g (37.5 mmol) dichloro acetone and 50 ml toluene were kept at reflux temperature for 48 h with continuous removal of water by applying a Dean-Stark trap. After removal of solvents in vacuo, the residue was treated with 60 ml of a 1:1 mixture of water/isopropanol. After filtration the precipitate was washed first with isopropanol, then with heptane. Drying at 40° C. in vacuo gave 4-Chloromethyl-2-[2-(2,2-difluoro-benzo[1,3... Starting materials: C(C1=CC=CC=C1)(=O)O[C@H]1[C@@H](O[C@@H]([C@H]1OC(C1=CC=CC=C1)=O)C(=O)NCC)N1C2=NC(=NC(=C2N=C1)Cl)I ((2R,3R,4S,5S)-4-(benzoyloxy)-2-(6-chloro-2-iodo-9H-purin-9-yl)-5-[(ethylamino)carbonyl]-tetrahydro-3-furanyl benzoate), C(C1=CC=CC=C1)C(CN)CC1=CC=CC=C1 (2-benzyl-3-phenylpropylamine). Run in C(C)(C)O (isopropanol). The product is C(C1=CC=CC=C1)(=O)O[C@H]1[C@@H](O[C@@H]([C@H]1OC(C1=CC=CC=C1)=O)C(=O)NCC)N1C2=NC(=NC(=C2N=C1)NCC(CC1=CC=CC=C1)CC1=CC=CC=C1)I ((2R,3R,4S, 5S)-4-(Benzoyloxy)-2-{6-[(2-benzyl-3-phenylpropyl)amino]-2-iodo-9H-purin-9-yl}-5-[(ethylamino)carbonyl]tetrahydro-3-furanyl benzoate). Isolated yield 80.4%. Reaction SMILES: [C:1]([O:9][C@@H:10]1[C@H:14]([O:15][C:16](=[O:23])[C:17]2[CH:22]=[CH:21][CH:20]=[CH:19][CH:18]=2)[C@@H:13]([C:24]([NH:26][CH2:27][CH3:28])=[O:25])[O:12][C@H:11]1[N:29]1[CH:37]=[N:36][C:35]2[C:30]1=[N:31][C:32]([I:39])=[N:33][C:34]=2Cl)(=[O:8])[C:2]1[CH:7]=[CH:6][CH:5]=[CH:4][CH:3]=1.[CH2:40]([CH:47]([CH2:50][C:51]1[CH:56]=[CH:55][CH:54]=[CH:53][CH:52]=1)[CH2:48][NH2:49])[C:41]1[CH:46]=[CH:45][CH:44]=[CH:43][CH:42]=1>C(O)(C)C>[C:1]([O:9][C@@H:10]1[C@H:14]([O:15][C:16](=[O:23])[C:17]2[CH:22]=[CH:21][CH:20]=[CH:19][CH:18]=2)[C@@H:13]([C:24]([NH:26][CH2:27][CH3:28])=[O:25])[O:12][C@H:11]1[N:29]1[CH:37]=[N:36][C:35]2[C:30]1=[N:31][C:32]([I:39])=[N:33][C:34]=2[NH:49][CH2:48][CH:47]([CH2:50][C:51]1[CH:56]=[CH:55][CH:54]=[CH:53][CH:52]=1)[CH2:40][C:41]1[CH:46]=[CH:45][CH:44]=[CH:43][CH:42]=1)(=[O:8])[C:2]1[CH:7]=[CH:6][CH:5]=[CH:4][CH:3]=1. Reported procedure: A solution of ((2R,3R,4S,5S)-4-(benzoyloxy)-2-(6-chloro-2-iodo-9H-purin-9-yl)-5-[(ethylamino)carbonyl]-tetrahydro-3-furanyl benzoate (Preparation 19) (0.25 g, 0.38 mmol) and 2-benzyl-3-phenylpropylamine (0.16 g, 0.76 mmol) in isopropanol (10 ml) was stirred at room temperature for 48 hours. Solvent was removed under reduced pressure and the residue purified by column chromatography on silica gel eluting with dichloromethane:methanol (99:1 by volume) to afford the title compound as a yellow foam ... The reactants are OCCCCCN1CCN(CC1)C1=CC=CC(=N1)C1=CC=C2C(CCC(C2=C1)=O)(C)C (7-{6-[4-(5-hydroxypentyl)piperazin-1-yl]pyridin-2-yl}-4,4-dimethyl-3,4-dihydro-2H-naphthalen-1-one), C(#N)[BH3-].[Na+] (sodium cyanoborohydride), O (Water), C(O)([O-])=O.[Na+] (sodium hydrogencarbonate). Reagents/catalysts: CC([O-])C.[Ti+4].CC([O-])C.CC([O-])C.CC([O-])C (titanium(IV) isopropoxide). The solvent is CNC (dimethylamine), C1CCOC1 (THF). Reaction conditions: temperature 80 celsius. The product is CN(C1CCC(C=2C=CC(=CC12)C1=CC=CC(=N1)N1CCN(CC1)CCCCCO)(C)C)C (5-{4-[6-(8-Dimethylamino-5,5-dimethyl-5,6,7,8-tetrahydronaphthalen-2-yl)pyridin-2-yl]piperazin-1-yl}pentan-1-ol). As a reaction SMILES: [OH:1][CH2:2][CH2:3][CH2:4][CH2:5][CH2:6][N:7]1[CH2:12][CH2:11][N:10]([C:13]2[N:18]=[C:17]([C:19]3[CH:28]=[C:27]4[C:22]([C:23]([CH3:31])([CH3:30])[CH2:24][CH2:25][C:26]4=O)=[CH:21][CH:20]=3)[CH:16]=[CH:15][CH:14]=2)[CH2:9][CH2:8]1.[C:32]([BH3-])#[N:33].[Na+].O.[C:37](=O)([O-])O.[Na+]>CNC.C1COCC1.CC(C)[O-].[Ti+4].CC(C)[O-].CC(C)[O-].CC(C)[O-]>[CH3:37][N:33]([CH3:32])[CH:26]1[C:27]2[CH:28]=[C:19]([C:17]3[N:18]=[C:13]([N:10]4[CH2:9][CH2:8][N:7]([CH2:6][CH2:5][CH2:4][CH2:3][CH2:2][OH:1])[CH2:12][CH2:11]4)[CH:14]=[CH:15][CH:16]=3)[CH:20]=[CH:21][C:22]=2[C:23]([CH3:30])([CH3:31])[CH2:24][CH2:25]1 |f:1.2,4.5,8.9.10.11.12|. Procedure: 50 mg (0.12 mmol) of 7-{6-[4-(5-hydroxypentyl)piperazin-1-yl]pyridin-2-yl}-4,4-dimethyl-3,4-dihydro-2H-naphthalen-1-one are dissolved in 2 ml of 2M dimethylamine in THF, and 15 mg of sodium cyanoborohydride and 38 mg of titanium(IV) isopropoxide are added, and the mixture is stirred in a pressure vessel at 80° C. Water added to the reaction mixture, sodium hydrogencarbonate solution added, and the mixture extracted with ethyl acetate, dried and evaporated. The crude product is purified by means ... The reactants are CCN(CC)CCn1c(Cc2ccc(OC(F)(F)F)cc2)cc2cc([N+](=O)[O-])ccc21, CSC(=N)c1cccs1, CCO, CCOCC, I, [Pd]. The product is CCN(CC)CCn1c(Cc2ccc(OC(F)(F)F)cc2)cc2cc(NC(=N)c3cccs3)ccc21. RXN SMILES: [CH2:1]([CH3:2])[N:3]([CH2:4][CH2:5][n:6]1[c:7]([CH2:18][c:19]2[cH:20][cH:21][c:22]([O:25][C:26]([F:27])([F:28])[F:29])[cH:23][cH:24]2)[cH:8][c:9]2[cH:10][c:11]([N+:15]([O-:16])=[O:17])[cH:12][cH:13][c:14]12)[CH2:30][CH3:31].[CH3:33][S:34][C:35](=[NH:36])[c:37]1[s:38][cH:39][cH:40][cH:41]1.[CH3:42][CH2:43][OH:44].[CH3:45][CH2:46][O:47][CH2:48][CH3:49].[IH:32].[Pd:50]>>[CH2:1]([CH3:2])[N:3]([CH2:4][CH2:5][n:6]1[c:7]([CH2:18][c:19]2[cH:20][cH:21][c:22]([O:25][C:26]([F:27])([F:28])[F:29])[cH:23][cH:24]2)[cH:8][c:9]2[cH:10][c:11]([NH:15][C:35](=[NH:36])[c:37]3[s:38][cH:39][cH:40][cH:41]3)[cH:12][cH:13][c:14]12)[CH2:30][CH3:31]. Starting materials: [Cl-].[NH4+] (ammonium chloride), Compound 5, BrC1=CC=C(C=C1)C(C)=O (1-(4-bromophenyl)ethan-1-one), C1(=CC=CC=C1)B(O)O (phenylboronic acid), C([O-])([O-])=O.[K+].[K+] (potassium carbonate). Solvent: CCOCC (ether), CC=1C=CC=CC1C (o-xylene). Reaction conditions: temperature 130 celsius. Product: C(C)(=O)C1=CC=C(C=C1)C1=CC=CC=C1 (4-acetylbiphenyl). Isolated yield 101.9%. RXN SMILES: Br[C:2]1[CH:7]=[CH:6][C:5]([C:8](=[O:10])[CH3:9])=[CH:4][CH:3]=1.[C:11]1(B(O)O)[CH:16]=[CH:15][CH:14]=[CH:13][CH:12]=1.C(=O)([O-])[O-].[K+].[K+].[Cl-].[NH4+]>CCOCC.CC1C=CC=CC=1C>[C:8]([C:5]1[CH:6]=[CH:7][C:2]([C:11]2[CH:16]=[CH:15][CH:14]=[CH:13][CH:12]=2)=[CH:3][CH:4]=1)(=[O:10])[CH3:9] |f:2.3.4,5.6|. Procedure: Compound 5 (30 mg, 2 μmol Pd), 1-(4-bromophenyl)ethan-1-one (0.20 g, 1 mmol), phenylboronic acid (0.15 g, 1.2 mmol), potassium carbonate (0.21 g, 1.5 mmol), and o-xylene (3 mL) were sequentially added to a 15 mL septum-sealed test tube under protection of nitrogen. The mixture was then heated at 130° C. for 5 h. After it was cooled to the room temperature, 8 mL of anhydrous ether was added to precipitate compound 5. The mixture was centrifuged and f the upper liquid layer was transferred via a s... Starting materials: C(C1=CC=CC=C1)N1C=NC(=C1C)C1SCC(CS1)=O (2-(1-benzyl-5-methyl-4-imidazolyl)-1,3-dithian-5-one), C(C)(=O)[O-].[Na+] (sodium acetate), Cl.NO (hydroxylamine hydrochloride). Run in CO (methanol), O (water), C(Cl)(Cl)Cl (chloroform). Run at time 5 hour. The product is C(C1=CC=CC=C1)N1C=NC(=C1C)C1SCC(CS1)=NO (2-(1-Benzyl-5-methyl-4-imidazolyl)-1,3-dithian-5-one oxime). The yield is 94.4%. As a reaction SMILES: [CH2:1]([N:8]1[C:12]([CH3:13])=[C:11]([CH:14]2[S:19][CH2:18][C:17](=O)[CH2:16][S:15]2)[N:10]=[CH:9]1)[C:2]1[CH:7]=[CH:6][CH:5]=[CH:4][CH:3]=1.C([O-])(=O)C.[Na+].Cl.[NH2:27][OH:28]>CO.O.C(Cl)(Cl)Cl>[CH2:1]([N:8]1[C:12]([CH3:13])=[C:11]([CH:14]2[S:19][CH2:18][C:17](=[N:27][OH:28])[CH2:16][S:15]2)[N:10]=[CH:9]1)[C:2]1[CH:7]=[CH:6][CH:5]=[CH:4][CH:3]=1 |f:1.2,3.4|. Procedure details: To a solution of 2-(1-benzyl-5-methyl-4-imidazolyl)-1,3-dithian-5-one (11.2 g., 0.0368 mole) in methanol (50 ml.) and water (20 ml.) is added sodium acetate (3.1 g.) and hydroxylamine hydrochloride (2.6 g., 0.037 mole). The reaction is stirred at ambient temperature for 5 hours. The mixture is diluted with chloroform, washed with water, dried and evaporated to give a solid crude product (11.1 g.), 2-(1-benzyl-5-methyl-4-imidazolyl)-1,3-dithian-5-one oxime, which is used as is in the following st... Starting materials: OC1=CC(=C(N)C=C1)[N+](=O)[O-] (4-hydroxy-2-nitroaniline), [H-].[Na+] (NaH), FC1=CC=C(C=C1)[N+](=O)[O-] (1-fluoro-4-nitrobenzene). Solvent: CN(C)C=O (DMF). Run at temperature 90 celsius, time 8 hour. Product: [N+](=O)([O-])C1=CC=C(OC2=CC(=C(N)C=C2)[N+](=O)[O-])C=C1 (4-(4-Nitrophenoxy)-2-nitroaniline). Yield: 82.8%. RXN SMILES: [OH:1][C:2]1[CH:8]=[CH:7][C:5]([NH2:6])=[C:4]([N+:9]([O-:11])=[O:10])[CH:3]=1.[H-].[Na+].F[C:15]1[CH:20]=[CH:19][C:18]([N+:21]([O-:23])=[O:22])=[CH:17][CH:16]=1>CN(C=O)C>[N+:21]([C:18]1[CH:19]=[CH:20][C:15]([O:1][C:2]2[CH:8]=[CH:7][C:5]([NH2:6])=[C:4]([N+:9]([O-:11])=[O:10])[CH:3]=2)=[CH:16][CH:17]=1)([O-:23])=[O:22] |f:1.2|. Procedure details: To a solution of 4-hydroxy-2-nitroaniline (3.08 g, 20.0 mmol) in DMF (30 mL) was added NaH (60% oily, 880 mg, 22.0 mmol) followed by 1-fluoro-4-nitrobenzene (2.33 mL, 22.0 mmol). The mixture was stirred at 90° C. overnight. After cooling, the mixture was extracted with ethyl acetate. The organic layer was washed with water and brine, dried over Na2SO4 then evaporated. Sequence purification on SiO2 column chromatography gave the title compound (4.56 g, 83%): MS m/e 274 (M−1).